Task: describe an organic reaction: reactants, conditions, products, and yield. Dataset: the Open Reaction Database (ORD), a public repository of structured organic reaction records Reaction conditions: temperature 90 celsius. Isolated yield 84.3%. The product is C(=C\CCCC)/C=1SC=C(N1)CON=C(C1=CC=CC=C1)C1=NN=NN1C (N-({2-[(1E)-hex-1-en-1-yl]-1,3-thiazol-4-yl}methoxy)-1-(1-methyl-1H-tetrazol-5-yl)-1-phenylmethanimine). Reagents/catalysts: C=1C=CC(=CC1)[P](C=2C=CC=CC2)(C=3C=CC=CC3)[Pd]([P](C=4C=CC=CC4)(C=5C=CC=CC5)C=6C=CC=CC6)([P](C=7C=CC=CC7)(C=8C=CC=CC8)C=9C=CC=CC9)[P](C=1C=CC=CC1)(C=1C=CC=CC1)C=1C=CC=CC1 (Tetrakis(triphenylphosphine)palladium). Solvent: C1(=CC=CC=C1)C.C(C)O.O (toluene ethanol water). Reported procedure: In a dried and purged vessel were added N-[(2-bromo-1,3-thiazol-4-yl)methoxy]-1-(1-methyl-1H-tetrazol-5-yl)-1-phenylmethanimine (0.2 g, 0.527 mmol, 1 eq.), (1E)-hex-1-en-1-ylboronic acid (0.074 g, 0.58 mmol, 1.1 eq.), Na2CO3 (0.117 g, 1.107 mmol, 2.1 eq.) and Tetrakis(triphenylphosphine)palladium (0.030 g, 0.026 mmol, 0.05 eq.). A mixture of solvent was added toluene/ethanol/water (4/1/1) was added and the vessel purged with argon and sealed. The reaction was heated to 90° C. for 6 hrs. After co... Reaction SMILES: Br[C:2]1[S:3][CH:4]=[C:5]([CH2:7][O:8][N:9]=[C:10]([C:17]2[N:21]([CH3:22])[N:20]=[N:19][N:18]=2)[C:11]2[CH:16]=[CH:15][CH:14]=[CH:13][CH:12]=2)[N:6]=1.[CH:23](/B(O)O)=[CH:24]\[CH2:25][CH2:26][CH2:27][CH3:28].C([O-])([O-])=O.[Na+].[Na+]>C1C=CC([P]([Pd]([P](C2C=CC=CC=2)(C2C=CC=CC=2)C2C=CC=CC=2)([P](C2C=CC=CC=2)(C2C=CC=CC=2)C2C=CC=CC=2)[P](C2C=CC=CC=2)(C2C=CC=CC=2)C2C=CC=CC=2)(C2C=CC=CC=2)C2C=CC=CC=2)=CC=1.C1(C)C=CC=CC=1.C(O)C.O>[CH:23](/[C:2]1[S:3][CH:4]=[C:5]([CH2:7][O:8][N:9]=[C:10]([C:17]2[N:21]([CH3:22])[N:20]=[N:19][N:18]=2)[C:11]2[CH:16]=[CH:15][CH:14]=[CH:13][CH:12]=2)[N:6]=1)=[CH:24]\[CH2:25][CH2:26][CH2:27][CH3:28] |f:2.3.4,6.7.8,^1:41,43,62,81|. Starting materials: BrC=1SC=C(N1)CON=C(C1=CC=CC=C1)C1=NN=NN1C (N-[(2-bromo-1,3-thiazol-4-yl)methoxy]-1-(1-methyl-1H-tetrazol-5-yl)-1-phenylmethanimine), C(=C\CCCC)/B(O)O ((1E)-hex-1-en-1-ylboronic acid), C(=O)([O-])[O-].[Na+].[Na+] (Na2CO3). Reactants: ClC1=CC=C(C=C1)C(CCNC)O (3-(4-chlorophenyl)-3-hydroxy-N-methylpropylamine), B.C1CCOC1 (borane THF), β-p-dichloropropiophenone, ClO (chloro-alcohol), CN (methylamine), CC1(NC(CCC1)(C)C)C (2,2,6,6-tetramethylpiperidine), FC1=C(CCl)C=CC=C1 (o-fluorobenzyl chloride). The solvent is C(C)O (ethanol), C(C)#N (acetonitrile). Conditions: time 24 hour. Product: ClC1=CC=C(C=C1)C(CCN(C)CC1=C(C=CC=C1)F)O (3-(4-Chlorophenyl)-N-(2-fluorophenyl)methyl-3-hydroxy-N-methylpropylamine). Reaction SMILES: [Cl:1][C:2]1[CH:7]=[CH:6][C:5]([CH:8]([OH:13])[CH2:9][CH2:10][NH:11][CH3:12])=[CH:4][CH:3]=1.B.C1COCC1.ClO.CN.CC1(C)CCCC(C)(C)N1.[F:34][C:35]1[CH:42]=[CH:41][CH:40]=[CH:39][C:36]=1[CH2:37]Cl>C(O)C.C(#N)C>[Cl:1][C:2]1[CH:3]=[CH:4][C:5]([CH:8]([OH:13])[CH2:9][CH2:10][N:11]([CH2:37][C:36]2[CH:39]=[CH:40][CH:41]=[CH:42][C:35]=2[F:34])[CH3:12])=[CH:6][CH:7]=1 |f:1.2|. Procedure: A mixture of 3-(4-chlorophenyl)-3-hydroxy-N-methylpropylamine (prepared by borane-THF reduction of β-p-dichloropropiophenone followed by reaction of the resulting chloro-alcohol with methylamine in ethanol) (10 g, 50 mmM), 2,2,6,6-tetramethylpiperidine (8.4 ml, 50 mM), o-fluorobenzyl chloride (7.25 g, 50 mM) and acetonitrile (100 ml) was stirred for 24 hours at ambient temperature. The mixture was filtered, the filtrate evaporated and the residue partitioned between 2N hydrochloric acid and ethe... The reactants are CC1(C(CC(CC1)=O)=O)C (4,4-Dimethyl-1,3-cyclohexanedione), ClC1=C(C=C(C=O)C=C1)[N+](=O)[O-] (4-chloro-3-nitrobenzaldehyde), NC1=NNC=C1 (3-aminopyrazole). The product is ClC1=C(C=C(C=C1)C1N2C(NC=3CCC(C(C13)=O)(C)C)=CC=N2)[N+](=O)[O-] (9-(4-Chloro-3-nitrophenyl)-7,7-dimethyl-5,6,7,9-tetrahydropyrazolo[5,1-b]quinazolin-8(4H)-one). As a reaction SMILES: [CH3:1][C:2]1([CH3:10])[CH2:7][CH2:6][C:5](=O)[CH2:4][C:3]1=[O:9].[Cl:11][C:12]1[CH:19]=[CH:18][C:15]([CH:16]=O)=[CH:14][C:13]=1[N+:20]([O-:22])=[O:21].[NH2:23][C:24]1[CH:28]=[CH:27][NH:26][N:25]=1>>[Cl:11][C:12]1[CH:19]=[CH:18][C:15]([CH:16]2[C:4]3[C:3](=[O:9])[C:2]([CH3:10])([CH3:1])[CH2:7][CH2:6][C:5]=3[NH:23][C:24]3=[CH:28][CH:27]=[N:26][N:25]23)=[CH:14][C:13]=1[N+:20]([O-:22])=[O:21]. Reported procedure: 4,4-Dimethyl-1,3-cyclohexanedione, 4-chloro-3-nitrobenzaldehyde and 3-aminopyrazole were processed as described in General Procedure A to provide the title compound.